Dataset: the Open Reaction Database (ORD), a public repository of structured organic reaction records. Task: describe an organic reaction: reactants, conditions, products, and yield Reactants: C(C1=CC=CC=C1)OC1=C(C=CC=C1)C1=NN(C=C1C)C(C(=O)NCC1=CC=C(C=C1)C#N)OCC ((RS)-2-[3-(2-benzyloxy-phenyl)-4-methyl-pyrazol-1-yl]-N-(4-cyano-benzyl)-2-ethoxy-acetamide). The reagents and catalysts are [Pd] (Pd/C). Run in C(C)O (ethanol). Run at time 18 hour. Product: C(#N)C1=CC=C(CNC(C(N2N=C(C(=C2)C)C2=C(C=CC=C2)O)OCC)=O)C=C1 ((RS)-N-(4-cyano-benzyl)-2-ethoxy-2-[3-(2-hydroxy-phenyl)-4-methyl-pyrazol-1-yl]-acetamide). Yield: 43.9%. As a reaction SMILES: C([O:8][C:9]1[CH:14]=[CH:13][CH:12]=[CH:11][C:10]=1[C:15]1[C:19]([CH3:20])=[CH:18][N:17]([CH:21]([O:34][CH2:35][CH3:36])[C:22]([NH:24][CH2:25][C:26]2[CH:31]=[CH:30][C:29]([C:32]#[N:33])=[CH:28][CH:27]=2)=[O:23])[N:16]=1)C1C=CC=CC=1>C(O)C.[Pd]>[C:32]([C:29]1[CH:28]=[CH:27][C:26]([CH2:25][NH:24][C:22](=[O:23])[CH:21]([O:34][CH2:35][CH3:36])[N:17]2[CH:18]=[C:19]([CH3:20])[C:15]([C:10]3[CH:11]=[CH:12][CH:13]=[CH:14][C:9]=3[OH:8])=[N:16]2)=[CH:31][CH:30]=1)#[N:33]. Reported procedure: To a stirred suspension of (RS)-2-[3-(2-benzyloxy-phenyl)-4-methyl-pyrazol-1-yl]-N-(4-cyano-benzyl)-2-ethoxy-acetamide (1.2 g, example 10.2) at r.t. in ethanol (20 ml) under an argon atmosphere was added 10% Pd/C (60 mg). The mixture was then stirred under a hydrogen atmosphere for 18 h. The catalyst was filtered off and washed with ethanol. The filtrate was concentrated. The crude product was isolated by chromatography (silica gel, gradient cyclohexane=>cyclohexane/EtOAc 2:3) to give (RS)-N-(4-... Reactants: N1=CC=C(C=C1)C=C1NCCCCC1 (2-(4-picolinylidene)1,3,4,5,6,7-hexahydroazepine), C1(C=CC(C=C1)=O)=O (1,4-benzoquinone). The solvent is C(Cl)(Cl)Cl (chloroform), C(Cl)(Cl)Cl (chloroform). Run at time 24 hour. Yields the product N1=CC=C(C=C1)C1=C2N(C3=CC(=CC=C13)O)CCCCC2 (7,8,9,10-Tetrahydro-11-(4-pyridyl)-6H-azepino[1,2-a]indole-3-ol). As a reaction SMILES: [N:1]1[CH:6]=[CH:5][C:4]([CH:7]=[C:8]2[CH2:14][CH2:13][CH2:12][CH2:11][CH2:10][NH:9]2)=[CH:3][CH:2]=1.[C:15]1(=O)[CH:20]=[CH:19][C:18](=[O:21])[CH:17]=[CH:16]1>C(Cl)(Cl)Cl>[N:1]1[CH:6]=[CH:5][C:4]([C:7]2[C:15]3[C:16](=[CH:17][C:18]([OH:21])=[CH:19][CH:20]=3)[N:9]3[CH2:10][CH2:11][CH2:12][CH2:13][CH2:14][C:8]=23)=[CH:3][CH:2]=1. Reported procedure: One hundred and forty-one grams (0.75 mole) of 2-(4-picolinylidene)1,3,4,5,6,7-hexahydroazepine were dissolved in 1000 ml of chloroform and mixed under ice cooling with a solution of 89 g (0.83 mole) of 1,4-benzoquinone in 1000 ml of chloroform added dropwise. After the mixture stood for 24 hours at room temperature, the precipitate formed was filtered, suspended in 500 ml of dimethylformamide, and then heated for two hours to 100° C. After cooling, the suspension was suction filtered and washed... The reactants are CCC[N-]CCOc1ccc(Cl)cc1Cl, Cc1cc(Cl)ccc1N, ClCCCl, [Na+], [OH-], O, O=P(Cl)(Cl)Cl. Product: CCC(=Nc1ccc(Cl)cc1C)NCCOc1ccc(Cl)cc1Cl. As a reaction SMILES: [Cl:1][c:2]1[c:3]([O:4][CH2:5][CH2:6][N-:7][CH2:8][CH2:9][CH3:10])[cH:11][cH:12][c:13]([Cl:15])[cH:14]1.[Cl:21][c:22]1[cH:23][c:24]([CH3:29])[c:25]([NH2:26])[cH:27][cH:28]1.[Cl:33][CH2:34][CH2:35][Cl:36].[Na+:31].[OH-:30].[OH2:32].[P:16]([Cl:17])([Cl:18])([Cl:19])=[O:20]>>[Cl:1][c:2]1[c:3]([O:4][CH2:5][CH2:6][NH:7][C:8]([CH2:9][CH3:10])=[N:26][c:25]2[c:24]([CH3:29])[cH:23][c:22]([Cl:21])[cH:28][cH:27]2)[cH:11][cH:12][c:13]([Cl:15])[cH:14]1.